This data is from the Open Reaction Database (ORD), a public repository of structured organic reaction records. The task is: describe an organic reaction: reactants, conditions, products, and yield The reactants are O=C([O-])[O-], ClCCl, O=C(Cl)c1ccc(Cl)nc1, [K+], [K+], Cc1ccc(NC(=O)c2cccc(N(C)C)c2)cc1N, CN(C)C=O, O. Product: Cc1ccc(NC(=O)c2cccc(N(C)C)c2)cc1NC(=O)c1ccc(Cl)nc1. Reaction SMILES: [C:31](=[O:32])([O-:33])[O-:34].[CH2:43]([Cl:44])[Cl:45].[Cl:1][c:2]1[cH:3][cH:4][c:5]([C:8](=[O:9])[Cl:10])[cH:6][n:7]1.[K+:35].[K+:36].[NH2:11][c:12]1[cH:13][c:14]([NH:19][C:20]([c:21]2[cH:22][c:23]([N:27]([CH3:28])[CH3:29])[cH:24][cH:25][cH:26]2)=[O:30])[cH:15][cH:16][c:17]1[CH3:18].[O:37]=[CH:38][N:39]([CH3:40])[CH3:41].[OH2:42]>>[Cl:1][c:2]1[cH:3][cH:4][c:5]([C:8](=[O:9])[NH:11][c:12]2[cH:13][c:14]([NH:19][C:20]([c:21]3[cH:22][c:23]([N:27]([CH3:28])[CH3:29])[cH:24][cH:25][cH:26]3)=[O:30])[cH:15][cH:16][c:17]2[CH3:18])[cH:6][n:7]1. Reactants: Cl.CNO (methylhydroxylamine hydrochloride), C([O-])([O-])=O.[K+].[K+] (potassium carbonate), FC(C=1C=C(C=CC1)C1=CC\2=C(S1)CCC/C2=N\C#N)(F)F ((E)-N-(2-(3-(trifluoromethyl)phenyl)-6,7-dihydrobenzo[b]thiophen-4(5H)-ylidene)cyanamide). The solvent is CO (methanol). Conditions: time 1 hour. Product: CN1OC2(N=C1N)CCCC=1SC(=CC12)C1=CC(=CC=C1)C(F)(F)F (2′-methyl-2-(3-(trifluoromethyl)phenyl)-6,7-dihydro-2′H,5H-spiro[benzo[b]thiophene-4,5′-[1,2,4]oxadiazol]-3′-amine). Isolated yield 58.2%. RXN SMILES: Cl.[CH3:2][NH:3][OH:4].C(=O)([O-])[O-].[K+].[K+].[F:11][C:12]([F:32])([F:31])[C:13]1[CH:14]=[C:15]([C:19]2[S:23][C:22]3[CH2:24][CH2:25][CH2:26]/[C:27](=[N:28]\[C:29]#[N:30])/[C:21]=3[CH:20]=2)[CH:16]=[CH:17][CH:18]=1>CO>[CH3:2][N:3]1[C:29]([NH2:30])=[N:28][C:27]2([C:21]3[CH:20]=[C:19]([C:15]4[CH:16]=[CH:17][CH:18]=[C:13]([C:12]([F:11])([F:31])[F:32])[CH:14]=4)[S:23][C:22]=3[CH2:24][CH2:25][CH2:26]2)[O:4]1 |f:0.1,2.3.4|. Reported procedure: To a solution of methylhydroxylamine hydrochloride (23 mg, 0.28 mmol) in methanol (2 mL) was added potassium carbonate (44 mg, 0.32 mmol) followed by (E)-N-(2-(3-(trifluoromethyl)phenyl)-6,7-dihydrobenzo[b]thiophen-4(5H)-ylidene)cyanamide (50 mg, 0.16 mmol). The reaction mixture was stirred at room temperature for 1 hr. The mixture was concentrated in vacuo and the crude residue partitioned between dichloromethane and water. The product was extracted into dichloromethane (×3). The organic extrac... Reactants: C(NN)(=O)OC(C)(C)C (tert-butyl carbazate), CS(=O)(=O)C[C@@H](C)NC(=O)C=1C(=NC(=NC1)OC1=C(C=C(C=C1)F)F)OC1=C(C=C(C=C1)F)F (2,4-Bis-(2,4-difluoro-phenoxy)-pyrimidine-5-carboxylic acid ((R)-2-methanesulfonyl-1-methyl-ethyl)-amide), FC(C(=O)OC(C(F)(F)F)=O)(F)F (Trifluoroacetic anhydride), N1=C(C=CC=C1C)C (2,6-lutidine). The solvent is ClCCl (dichloromethane). Reaction conditions: temperature 0 celsius, time 2 hour. The product is FC1=C(OC2=NC=C3C(=N2)NN=C3N[C@@H](CS(=O)(=O)C)C)C=CC(=C1)F ([6-(2,4-Difluoro-phenoxy)-1H-pyrazolo[3,4-d]pyrimidin-3-yl]-((R)-2-methanesulfonyl-1-methyl-ethyl)-amine). Isolated yield 64.2%. Reaction SMILES: [CH3:1][S:2]([CH2:5][C@H:6]([NH:8][C:9]([C:11]1[C:12](OC2C=CC(F)=CC=2F)=[N:13][C:14]([O:17][C:18]2[CH:23]=[CH:22][C:21]([F:24])=[CH:20][C:19]=2[F:25])=[N:15][CH:16]=1)=O)[CH3:7])(=[O:4])=[O:3].N1C(C)=CC=CC=1C.FC(F)(F)C(OC(=O)C(F)(F)F)=O.C(OC(C)(C)C)(=O)[NH:57][NH2:58]>ClCCl>[F:25][C:19]1[CH:20]=[C:21]([F:24])[CH:22]=[CH:23][C:18]=1[O:17][C:14]1[N:13]=[C:12]2[NH:57][N:58]=[C:9]([NH:8][C@H:6]([CH3:7])[CH2:5][S:2]([CH3:1])(=[O:4])=[O:3])[C:11]2=[CH:16][N:15]=1. Procedure: 2,4-Bis-(2,4-difluoro-phenoxy)-pyrimidine-5-carboxylic acid ((R)-2-methanesulfonyl-1-methyl-ethyl)-amide (61.16 g, 122.5 mmol) was added to 600 mL dry dichloromethane, and the mixture was stirred under nitrogen. 2,6-lutidine (43.0 mL, 184 mmol) was added, and the mixture was cooled to 0° C. in an ice bath for 30 minutes with stirring. Trifluoroacetic anhydride (31.0 mL, 184 mmol) was added dropwise over five minutes, and the reaction mixture was stirred for 10 minutes at 0 ° C. The ice bath was ... The reactants are C[Si](C1=CC=C(C=C1)C1=CC=C(C=C1)[Si](OC)(OC)C)(OC)OC (4,4′-bis-(methyldimethoxysilyl)biphenyl), C(C)(=O)O (acetic acid). Solvent: CCOCC (ether). The product is C[Si](C1=CC=C(C=C1)C1=CC=C(C=C1)[Si](O)(O)C)(O)O (4,4′bis-(methyldihydroxysilyl)biphenyl). Yield: 32.0%. RXN SMILES: [CH3:1][Si:2]([O:23]C)([O:21]C)[C:3]1[CH:8]=[CH:7][C:6]([C:9]2[CH:14]=[CH:13][C:12]([Si:15]([CH3:20])([O:18]C)[O:16]C)=[CH:11][CH:10]=2)=[CH:5][CH:4]=1.C(O)(=O)C>CCOCC>[CH3:20][Si:15]([OH:18])([OH:16])[C:12]1[CH:13]=[CH:14][C:9]([C:6]2[CH:7]=[CH:8][C:3]([Si:2]([CH3:1])([OH:21])[OH:23])=[CH:4][CH:5]=2)=[CH:10][CH:11]=1. Reported procedure: A suspension of 4,4′-bis-(methyldimethoxysilyl)biphenyl (2.4 g, 6.62 mmol) in 5 ml of ether was stirred vigorously with 3 ml of 0.5% acetic acid solution for 32 days. The white suspension was filtered and the solid was washed three times with acetone and ether. The resulting fine white solid was dried for one day under vacuum at room temperature and gave 4,4′bis-(methyldihydroxysilyl)biphenyl in 32% yield (0.65 g, 2.10 mmol). 1H NMR (DMSO-d6, δ, ppm) 7.66 (8H, s); 6.40 (4H, s); 0.19 (6H, s). 13C... Reactants: CC(C#N)=C1CCN(c2ccc(N3CC(CN)OC3=O)cc2F)CC1, O=C(O)C(Cl)(Cl)Cl. Yields the product CC(C#N)=C1CCN(c2ccc(N3CC(CNC(=O)C(Cl)(Cl)Cl)OC3=O)cc2F)CC1. Reaction SMILES: [C:1](#[N:2])[C:3]([CH3:4])=[C:5]1[CH2:6][CH2:7][N:8]([c:11]2[c:12]([F:25])[cH:13][c:14]([N:17]3[C:18](=[O:24])[O:19][CH:20]([CH2:22][NH2:23])[CH2:21]3)[cH:15][cH:16]2)[CH2:9][CH2:10]1.[OH:26][C:27](=[O:28])[C:29]([Cl:30])([Cl:31])[Cl:32]>>[C:1](#[N:2])[C:3]([CH3:4])=[C:5]1[CH2:6][CH2:7][N:8]([c:11]2[c:12]([F:25])[cH:13][c:14]([N:17]3[C:18](=[O:24])[O:19][CH:20]([CH2:22][NH:23][C:27](=[O:26])[C:29]([Cl:30])([Cl:31])[Cl:32])[CH2:21]3)[cH:15][cH:16]2)[CH2:9][CH2:10]1.